From a dataset of the Open Reaction Database (ORD), a public repository of structured organic reaction records. describe an organic reaction: reactants, conditions, products, and yield Isolated yield 99.7%. As a reaction SMILES: [ClH:1].[Cl:2][CH2:3][CH2:4][NH2:5].[SH:6][C:7]1[S:8][CH2:9][CH2:10][N:11]=1>C1C=CC=CC=1>[ClH:2].[ClH:1].[NH2:5][CH2:4][CH2:3][S:6][C:7]1[S:8][CH2:9][CH2:10][N:11]=1 |f:0.1,4.5.6|. Reaction conditions: temperature 80 celsius, time 30 minute. Run in C1=CC=CC=C1 (benzene). The reactants are Cl.ClCCN (2-chloroethylamine hydrochloride), SC=1SCCN1 (2-mercaptothiazoline). Procedure details: In 100 ml of benzene, 0.1 mol of 2-chloroethylamine hydrochloride and 0.1 mol of 2-mercaptothiazoline were dispersed, gradually heated to 80° C., and stirred for reaction at this temperature for 30 minutes. After completion of the reaction, the reaction mixture was filtered to obtain white 2-(2-aminoethylthio)-thiazoline dihydrochloride powder in a yield of 99.7%. In 100 ml of 36 wt % hydrochloric acid, 23.5 g (0.1 mol) of 2-(2-aminoethylthio)-thiazoline dihydrochloride was dissolved. The result... The product is Cl.Cl.NCCSC=1SCCN1 (2-(2-aminoethylthio)-thiazoline dihydrochloride). Yields the product CCCC(C)OC1CCC(=O)N1. Reactants: CCCC(C)O, O=C1CCC(O)N1. RXN SMILES: [CH3:8][CH:9]([CH2:10][CH2:11][CH3:12])[OH:13].[OH:1][CH:2]1[CH2:3][CH2:4][C:5](=[O:7])[NH:6]1>>[O:1]([CH:2]1[CH2:3][CH2:4][C:5](=[O:7])[NH:6]1)[CH:9]([CH3:8])[CH2:10][CH2:11][CH3:12].